From a dataset of the Open Reaction Database (ORD), a public repository of structured organic reaction records. describe an organic reaction: reactants, conditions, products, and yield Reactants: C(C)N(CC)S(F)(F)F (diethylaminosulfur trifluoride), C(Cl)(Cl)Cl (chloroform), ClC1=C(C=CC=C1)C1(CCN(CC1)C(=O)OCC1=CC=CC=C1)O (benzyl 4-(2-chlorophenyl)-4-hydroxypiperidine-1-carboxylate), O (Water). Solvent: C(C)(=O)OCC (ethyl acetate). Reaction conditions: temperature -78 celsius, time 1 hour. Product: ClC1=C(C=CC=C1)C1(CCN(CC1)C(=O)OCC1=CC=CC=C1)F (Benzyl 4-(2-chlorophenyl)-4-fluoropiperidine-1-carboxylate). As a reaction SMILES: C(N(S(F)(F)[F:7])CC)C.C(Cl)(Cl)Cl.[Cl:14][C:15]1[CH:20]=[CH:19][CH:18]=[CH:17][C:16]=1[C:21]1(O)[CH2:26][CH2:25][N:24]([C:27]([O:29][CH2:30][C:31]2[CH:36]=[CH:35][CH:34]=[CH:33][CH:32]=2)=[O:28])[CH2:23][CH2:22]1.O>C(OCC)(=O)C>[Cl:14][C:15]1[CH:20]=[CH:19][CH:18]=[CH:17][C:16]=1[C:21]1([F:7])[CH2:26][CH2:25][N:24]([C:27]([O:29][CH2:30][C:31]2[CH:36]=[CH:35][CH:34]=[CH:33][CH:32]=2)=[O:28])[CH2:23][CH2:22]1. Procedure: In a nitrogen atmosphere, 5.26 mL of diethylaminosulfur trifluoride was added to chloroform (160 mL) solution of 5.51 g of benzyl 4-(2-chlorophenyl)-4-hydroxypiperidine-1-carboxylate at −78° C., and stirred for 1 hour at −78° C. Water was added to the reaction liquid, and extracted with chloroform. The chloroform layer was dried with anhydrous sodium sulfate. The solvent was evaporated off under reduced pressure, and the residue was dissolved in 150 mL of acetone/water (2:1) mixture. 15.9 mL of ... The reactants are BrC=1C=C(C=2C=NN(C2C1)C1CCCC1)C(=O)NCC=1C(NC(=CC1C)C)=O (6-bromo-1-cyclopentyl-N-((4,6-dimethyl-2-oxo-1,2-dihydropyridin-3-yl)methyl)-1H-indazole-4-carboxamide), C(=O)C1=CC=C(O1)B(O)O ((5-formylfuran-2yl)boronic acid), C(=O)([O-])[O-].[Cs+].[Cs+] (Cs2CO3). Reagents/catalysts: C=1C=CC(=CC1)[P](C=2C=CC=CC2)(C=3C=CC=CC3)[Pd]([P](C=4C=CC=CC4)(C=5C=CC=CC5)C=6C=CC=CC6)([P](C=7C=CC=CC7)(C=8C=CC=CC8)C=9C=CC=CC9)[P](C=1C=CC=CC1)(C=1C=CC=CC1)C=1C=CC=CC1 (Pd(PPh3)4). Solvent: O1CCOCC1.O (dioxane water). Conditions: temperature 100 celsius. Product: C1(CCCC1)N1N=CC=2C(=CC(=CC12)C=1OC(=CC1)C=O)C(=O)NCC=1C(NC(=CC1C)C)=O (1-cyclopentyl-N-((4,6-dimethyl-2-oxo-1,2-dihydropyridin-3-yl)-methyl)-6-(5-formylfuran-2yl)-1H-indazole-4-carboxamide). Isolated yield 43.6%. Reaction SMILES: Br[C:2]1[CH:3]=[C:4]([C:16]([NH:18][CH2:19][C:20]2[C:21](=[O:28])[NH:22][C:23]([CH3:27])=[CH:24][C:25]=2[CH3:26])=[O:17])[C:5]2[CH:6]=[N:7][N:8]([CH:11]3[CH2:15][CH2:14][CH2:13][CH2:12]3)[C:9]=2[CH:10]=1.[CH:29]([C:31]1[O:35][C:34](B(O)O)=[CH:33][CH:32]=1)=[O:30].C([O-])([O-])=O.[Cs+].[Cs+]>O1CCOCC1.O.C1C=CC([P]([Pd]([P](C2C=CC=CC=2)(C2C=CC=CC=2)C2C=CC=CC=2)([P](C2C=CC=CC=2)(C2C=CC=CC=2)C2C=CC=CC=2)[P](C2C=CC=CC=2)(C2C=CC=CC=2)C2C=CC=CC=2)(C2C=CC=CC=2)C2C=CC=CC=2)=CC=1>[CH:11]1([N:8]2[C:9]3[CH:10]=[C:2]([C:34]4[O:35][C:31]([CH:29]=[O:30])=[CH:32][CH:33]=4)[CH:3]=[C:4]([C:16]([NH:18][CH2:19][C:20]4[C:21](=[O:28])[NH:22][C:23]([CH3:27])=[CH:24][C:25]=4[CH3:26])=[O:17])[C:5]=3[CH:6]=[N:7]2)[CH2:15][CH2:14][CH2:13][CH2:12]1 |f:2.3.4,5.6,^1:55,57,76,95|. Reported procedure: To a stirred solution of 6-bromo-1-cyclopentyl-N-((4,6-dimethyl-2-oxo-1,2-dihydropyridin-3-yl)methyl)-1H-indazole-4-carboxamide (0.2 g, 0.45 mmol) and (5-formylfuran-2yl)boronic acid (0.075 g, 0.542 mmol), in dioxane/water mixture (4 mL+1 mL), Cs2CO3 (0.368 g, 1.13 mmol) was added and solution purged with argon for 15 min. Pd(PPh3)4 (0.052 g, 0.045 mmol) was then added and argon was purged again for 10 min. The reaction mixture was heated at 100° C. for 2 h. On completion, the reaction mixture w... Starting materials: NCCc1c[nH]c2ccccc12, O=C1OC(=O)c2ccccc21, O. Product: O=C1c2ccccc2C(=O)N1CCc1c[nH]c2ccccc12. RXN SMILES: [NH2:1][CH2:2][CH2:3][c:4]1[cH:5][nH:6][c:7]2[cH:8][cH:9][cH:10][cH:11][c:12]12.[O:13]=[C:14]1[O:15][C:16](=[O:17])[c:18]2[cH:19][cH:20][cH:21][cH:22][c:23]21.[OH2:24]>>[N:1]1([CH2:2][CH2:3][c:4]2[cH:5][nH:6][c:7]3[cH:8][cH:9][cH:10][cH:11][c:12]23)[C:14](=[O:13])[c:23]2[c:18]([cH:19][cH:20][cH:21][cH:22]2)[C:16]1=[O:15].